Task: describe an organic reaction: reactants, conditions, products, and yield. Dataset: the Open Reaction Database (ORD), a public repository of structured organic reaction records The reactants are Cc1noc(-c2ccc(Br)cc2)c1C(O)C(F)(F)C=Cc1ccc(F)cc1, CCOC(=O)C1(c2ccc(B3OC(C)(C)C(C)(C)O3)cc2)CC1, Cl[Pd]Cl, c1ccc(P(c2ccccc2)c2ccccc2)cc1, c1ccc(P(c2ccccc2)c2ccccc2)cc1. Product: CCOC(=O)C1(c2ccc(-c3ccc(-c4onc(C)c4C(O)C(F)(F)C=Cc4ccc(F)cc4)cc3)cc2)CC1. RXN SMILES: [Br:1][c:2]1[cH:3][cH:4][c:5](-[c:8]2[c:9]([CH:14]([C:15]([CH:16]=[CH:17][c:18]3[cH:19][cH:20][c:21]([F:24])[cH:22][cH:23]3)([F:25])[F:26])[OH:27])[c:10]([CH3:13])[n:11][o:12]2)[cH:6][cH:7]1.[CH2:28]([CH3:29])[O:30][C:31](=[O:32])[C:33]1([c:36]2[cH:37][cH:38][c:39]([B:42]3[O:43][C:44]([CH3:45])([CH3:46])[C:47]([CH3:48])([CH3:49])[O:50]3)[cH:40][cH:41]2)[CH2:34][CH2:35]1.[Pd:51]([Cl:52])[Cl:53].[c:54]1([P:55]([c:56]2[cH:57][cH:58][cH:59][cH:60][cH:61]2)[c:62]2[cH:63][cH:64][cH:65][cH:66][cH:67]2)[cH:68][cH:69][cH:70][cH:71][cH:72]1.[c:73]1([P:74]([c:75]2[cH:76][cH:77][cH:78][cH:79][cH:80]2)[c:81]2[cH:82][cH:83][cH:84][cH:85][cH:86]2)[cH:87][cH:88][cH:89][cH:90][cH:91]1>>[c:2]1(-[c:39]2[cH:38][cH:37][c:36]([C:33]3([C:31]([O:30][CH2:28][CH3:29])=[O:32])[CH2:34][CH2:35]3)[cH:41][cH:40]2)[cH:3][cH:4][c:5](-[c:8]2[c:9]([CH:14]([C:15]([CH:16]=[CH:17][c:18]3[cH:19][cH:20][c:21]([F:24])[cH:22][cH:23]3)([F:25])[F:26])[OH:27])[c:10]([CH3:13])[n:11][o:12]2)[cH:6][cH:7]1. Reactants: C(C)NC1=NC2=CC=CC=C2C(=C1N1CCOCC1)[N+](=O)[O-] (2-ethylamino-3-morpholino-4-nitroquinoline), 10g. The solvent is O1CCCC1 (tetrahydrofuran). The reagents and catalysts are [Pd] (palladium-on-carbon). Reaction SMILES: [CH2:1]([NH:3][C:4]1[C:13]([N:14]2[CH2:19][CH2:18][O:17][CH2:16][CH2:15]2)=[C:12]([N+:20]([O-])=O)[C:11]2[C:6](=[CH:7][CH:8]=[CH:9][CH:10]=2)[N:5]=1)[CH3:2]>O1CCCC1.[Pd]>[NH2:20][C:12]1[C:11]2[C:6](=[CH:7][CH:8]=[CH:9][CH:10]=2)[N:5]=[C:4]([NH:3][CH2:1][CH3:2])[C:13]=1[N:14]1[CH2:19][CH2:18][O:17][CH2:16][CH2:15]1. Product: NC1=C(C(=NC2=CC=CC=C12)NCC)N1CCOCC1 (4-amino-2-ethylamino-3-morpholinoquinoline). Reported procedure: The 2-ethylamino-3-morpholino-4-nitroquinoline (2.0 g, 0.0066 mol) was dissolved in tetrahydrofuran (10 ml) and subjected to reduction in the presence of 10g palladium-on-carbon (0.3 g). After completion of the reaction, the palladium-on-carbon catalyst was filtered off and the mother liquor was concentrated. Following purification by chromatography on an alumina column using chloroform as a developing solvent, recrystallization from ethanol gas conducted, whereupon 4-amino-2-ethylamino-3-morpho... RXN SMILES: [NH2:1][C:2]1[CH:3]=[C:4]([C:8]2[C:17]3[CH:18]=[C:19]([O:24][CH3:25])[C:20]([O:22][CH3:23])=[CH:21][C:16]=3[C@H:15]3[C@H:10]([CH2:11][CH2:12][N:13]([CH3:26])[CH2:14]3)[N:9]=2)[CH:5]=[CH:6][CH:7]=1.[CH:27](O)=[O:28]>>[CH:27]([NH:1][C:2]1[CH:3]=[C:4]([C:8]2[C:17]3[CH:18]=[C:19]([O:24][CH3:25])[C:20]([O:22][CH3:23])=[CH:21][C:16]=3[C@H:15]3[C@H:10]([CH2:11][CH2:12][N:13]([CH3:26])[CH2:14]3)[N:9]=2)[CH:5]=[CH:6][CH:7]=1)=[O:28]. Starting materials: NC=1C=C(C=CC1)C1=N[C@H]2CCN(C[C@H]2C2=C1C=C(C(=C2)OC)OC)C (cis-6-(3-aminophenyl)-8,9-dimethoxy-2-methyl-1,2,3,4,4a,10b-hexahydro-benzo[c][1,6]naphthyridine), C(=O)O (formic acid). Procedure details: 2,6 g of cis-6-(3-aminophenyl)-8,9-dimethoxy-2-methyl-1,2,3,4,4a,10b-hexahydro-benzo[c][1,6]naphthyridine are heated to 100° for 21/2 hours in 50 ml of 90% formic acid. The reaction solution is evaporated to dryness in a vacuum, the resulting residue is made alkaline with a dilute potash solution and this aqueous phase is extracted with methylene chloride. After drying and concentrating the organic phase by evaporation, the title compound is obtained as yellowish foam and crystallizes after the ... Yields the product C(=O)NC=1C=C(C=CC1)C1=N[C@H]2CCN(C[C@H]2C2=C1C=C(C(=C2)OC)OC)C (Cis-6-(3-formamidophenyl)-8,9-dimethoxy-2-methyl-1,2,3,4,4a,10b-hexahydro-benzo[c][1,6]naphthyridine). Starting materials: CC(=O)O[BH-](OC(C)=O)OC(C)=O, CNCc1ccccc1, CC(=O)O, ClCCl, O=Cc1ccc(OCCCN2CCCCC2)cc1, [Na+], [Na+], [OH-]. Yields the product CN(Cc1ccccc1)Cc1ccc(OCCCN2CCCCC2)cc1. Reaction SMILES: [C:28]([O:29][BH-:30]([O:31][C:32](=[O:33])[CH3:34])[O:35][C:36](=[O:37])[CH3:38])(=[O:39])[CH3:40].[CH2:19]([c:20]1[cH:21][cH:22][cH:23][cH:24][cH:25]1)[NH:26][CH3:27].[CH3:47][C:48](=[O:49])[OH:50].[Cl:44][CH2:45][Cl:46].[N:1]1([CH2:7][CH2:8][CH2:9][O:10][c:11]2[cH:12][cH:13][c:14]([CH:15]=[O:16])[cH:17][cH:18]2)[CH2:2][CH2:3][CH2:4][CH2:5][CH2:6]1.[Na+:41].[Na+:43].[OH-:42]>>[N:1]1([CH2:7][CH2:8][CH2:9][O:10][c:11]2[cH:12][cH:13][c:14]([CH2:15][N:26]([CH2:19][c:20]3[cH:21][cH:22][cH:23][cH:24][cH:25]3)[CH3:27])[cH:17][cH:18]2)[CH2:2][CH2:3][CH2:4][CH2:5][CH2:6]1. Reactants: F[B-](F)(F)F, CC1CC(O)(c2ccccc2)CN1, O=C(O)c1cn[nH]c1-c1ccc(F)cc1, CN(C)C=O, c1ccncc1, CN(C)C(On1nnc2ccccc21)=[N+](C)C. Yields the product CC1CC(O)(c2ccccc2)CN1C(=O)c1cn[nH]c1-c1ccc(F)cc1. Reaction SMILES: [B-:35]([F:36])([F:37])([F:38])[F:39].[CH3:22][CH:23]1[CH2:24][C:25]([OH:28])([c:29]2[cH:30][cH:31][cH:32][cH:33][cH:34]2)[CH2:26][NH:27]1.[F:7][c:8]1[cH:9][cH:10][c:11](-[c:14]2[c:15]([C:19](=[O:20])[OH:21])[cH:16][n:17][nH:18]2)[cH:12][cH:13]1.[O:57]=[CH:58][N:59]([CH3:60])[CH3:61].[cH:1]1[cH:2][cH:3][n:4][cH:5][cH:6]1.[n:40]1([O:41][C:42]([N:43]([CH3:44])[CH3:45])=[N+:46]([CH3:47])[CH3:48])[c:49]2[cH:50][cH:51][cH:52][cH:53][c:54]2[n:55][n:56]1>>[F:7][c:8]1[cH:9][cH:10][c:11](-[c:14]2[c:15]([C:19](=[O:21])[N:27]3[CH:23]([CH3:22])[CH2:24][C:25]([OH:28])([c:29]4[cH:30][cH:31][cH:32][cH:33][cH:34]4)[CH2:26]3)[cH:16][n:17][nH:18]2)[cH:12][cH:13]1. Reactants: C#CCCC(=O)O, ClCCl, C(=NC1CCCCC1)=NC1CCCCC1, COc1nc(C(F)(F)C(F)(F)F)c(F)c(=O)n1-c1cc(O)c(Cl)cc1F, c1cc(N2CCCC2)ccn1. The product is C#CCCC(=O)Oc1cc(-n2c(OC)nc(C(F)(F)C(F)(F)F)c(F)c2=O)c(F)cc1Cl. As a reaction SMILES: [C:42]([CH2:43][CH2:44][C:45]#[CH:46])(=[O:47])[OH:48].[CH2:60]([Cl:61])[Cl:62].[CH:1]1([N:2]=[C:3]=[N:4][CH:5]2[CH2:6][CH2:7][CH2:8][CH2:9][CH2:10]2)[CH2:11][CH2:12][CH2:13][CH2:14][CH2:15]1.[Cl:16][c:17]1[cH:18][c:19]([F:41])[c:20](-[n:24]2[c:25]([O:39][CH3:40])[n:26][c:27]([C:32]([C:33]([F:34])([F:35])[F:36])([F:37])[F:38])[c:28]([F:31])[c:29]2=[O:30])[cH:21][c:22]1[OH:23].[N:49]1([c:50]2[cH:51][cH:52][n:53][cH:54][cH:55]2)[CH2:56][CH2:57][CH2:58][CH2:59]1>>[Cl:16][c:17]1[cH:18][c:19]([F:41])[c:20](-[n:24]2[c:25]([O:39][CH3:40])[n:26][c:27]([C:32]([C:33]([F:34])([F:35])[F:36])([F:37])[F:38])[c:28]([F:31])[c:29]2=[O:30])[cH:21][c:22]1[O:23][C:42]([CH2:43][CH2:44][C:45]#[CH:46])=[O:47]. Procedure details: To a solution of 2-(2-methoxy-phenoxy)acetonitrile (5 g, 31 mmol) in anhydrous ethyl ether (100 ml) was added lithium aluminum hydride (1.6 g, 40 mmol) portionwise. The reaction mixture was heated to reflux for 3 hours and then cooled to 0° C. The reaction was quenched with 1N hydrochloric acid and diluted with water (PH=1, aqueous layer). The mixture was extracted with ethyl acetate (3×150 ml), neutralized with 50% sodium hydroxide to pH>10, and extracted again with more ethyl acetate (3×100 ml... The product is COC1=C(OCCN)C=CC=C1 (2-(2-Methoxy-phenoxy)ethylamine). The reactants are COC1=C(OCC#N)C=CC=C1 (2-(2-methoxy-phenoxy)acetonitrile), [H-].[Al+3].[Li+].[H-].[H-].[H-] (lithium aluminum hydride). Conditions: temperature 0 celsius. Reaction SMILES: [CH3:1][O:2][C:3]1[CH:12]=[CH:11][CH:10]=[CH:9][C:4]=1[O:5][CH2:6][C:7]#[N:8].[H-].[Al+3].[Li+].[H-].[H-].[H-]>C(OCC)C>[CH3:1][O:2][C:3]1[CH:12]=[CH:11][CH:10]=[CH:9][C:4]=1[O:5][CH2:6][CH2:7][NH2:8] |f:1.2.3.4.5.6|. Isolated yield 55.0%. The solvent is C(C)OCC (ethyl ether). Reactants: C(C=CC1=CC=CC=C1)(=O)SC1=CC=C(C=C1)Cl (S-(4-chlorophenyl) thiocinnamate), [Cl-].[Al+3].[Cl-].[Cl-] (aluminum chloride), ice water. Run at temperature 125 celsius. Yields the product ClC=1C=C2C=CC(OC2=CC1)=S (6-Chlorothiocoumarin). Yield: 14.4%. Reaction SMILES: [C:1]([S:11]C1C=CC(Cl)=CC=1)(=[O:10])[CH:2]=[CH:3][C:4]1[CH:9]=[CH:8][CH:7]=[CH:6][CH:5]=1.[Cl-:19].[Al+3].[Cl-].[Cl-]>>[Cl:19][C:6]1[CH:5]=[C:4]2[C:9](=[CH:8][CH:7]=1)[O:10][C:1](=[S:11])[CH:2]=[CH:3]2 |f:1.2.3.4|. Reported procedure: A powdered mixture of S-(4-chlorophenyl) thiocinnamate (19.4 g) and aluminum chloride (52 g) was stirred and heated at 125° C. for 3 hours. The hot reaction mixture was poured carefully over ice/water, then was extracted with ethyl acetate (3×300 mL), washed with brine (200 mL), dried (MgSO4) and was concentrated. The residue was triturated with hexane/ethyl acetate to afford 2.0 g (14%) of the desired product as pale yellow crystals. Starting materials: C(CCCCCCCCCCCCC)(=O)Cl.C(CCCCCCCCCCCCC)(=O)NCCCCCCCCCCCCCC (N-myristyl myristamide Myristoyl chloride), C(CCCCCCCCCCCCC)N (n-tetradecylamine), C1CCC2=NCCCN2CC1 (DBU). Solvent: C(Cl)Cl (methylene chloride), C(Cl)Cl (CH2Cl2). Conditions: time 4 hour. Product: C(CCCCCCCCCCCCC)NCCCCCCCCCCCCCC (Dimyristylamine). The yield is 83.0%. RXN SMILES: C(Cl)(=O)CCCCCCCCCCCCC.[C:17]([NH:32][CH2:33][CH2:34][CH2:35][CH2:36][CH2:37][CH2:38][CH2:39][CH2:40][CH2:41][CH2:42][CH2:43][CH2:44][CH2:45][CH3:46])(=O)[CH2:18][CH2:19][CH2:20][CH2:21][CH2:22][CH2:23][CH2:24][CH2:25][CH2:26][CH2:27][CH2:28][CH2:29][CH3:30].C(N)CCCCCCCCCCCCC.C1CCN2C(=NCCC2)CC1>C(Cl)Cl>[CH2:33]([NH:32][CH2:17][CH2:18][CH2:19][CH2:20][CH2:21][CH2:22][CH2:23][CH2:24][CH2:25][CH2:26][CH2:27][CH2:28][CH2:29][CH3:30])[CH2:34][CH2:35][CH2:36][CH2:37][CH2:38][CH2:39][CH2:40][CH2:41][CH2:42][CH2:43][CH2:44][CH2:45][CH3:46] |f:0.1|. Procedure: N-myristyl myristamide Myristoyl chloride (2.5 g; 10 mmole) was added to a room temperature methylene chloride solution of n-tetradecylamine (2.1 g; 10 mmole, TCI chemicals) and DBU (2.3 g; 15 mmole). The resulting mixture was stirred at room temperature for 4 hours, diluted with CH2Cl2, washed with brine solution, dried, and purified by column chromatography on silica gel, to give 3.40 g, 80.9% of product. 1H NMR (CDCl3): δ5.38 (6s, 1H), 3.24 (q, 2H), 2.16 (t, 2H, J=7.8 Hz), 1.58-1.66 m, 2H), 1...